From a dataset of the Open Reaction Database (ORD), a public repository of structured organic reaction records. describe an organic reaction: reactants, conditions, products, and yield The reactants are CC(C=CC1=C(C)CCCC1(C)C)=CC=CC(C)=CC(=O)O, Nc1ccc(O)cc1. Yields the product CC(C=CC1=C(C)CCCC1(C)C)=CC=CC(C)=CC(=O)O. As a reaction SMILES: [CH3:9][C:10]([CH:11]=[CH:12][C:13]1=[C:14]([CH3:15])[CH2:16][CH2:17][CH2:18][C:19]1([CH3:20])[CH3:21])=[CH:22][CH:23]=[CH:24][C:25]([CH3:26])=[CH:27][C:28]([OH:29])=[O:30].[NH2:1][c:2]1[cH:3][cH:4][c:5]([OH:6])[cH:7][cH:8]1>>[CH3:9][C:10]([CH:11]=[CH:12][C:13]1=[C:14]([CH3:15])[CH2:16][CH2:17][CH2:18][C:19]1([CH3:20])[CH3:21])=[CH:22][CH:23]=[CH:24][C:25]([CH3:26])=[CH:27][C:28](=[O:29])[OH:30]. Reactants: CN(C(=O)Cl)c1ccccc1, O=C1CCc2c(O)cccc21. Yields the product CN(C(=O)Oc1cccc2c1CCC2=O)c1ccccc1. As a reaction SMILES: [CH3:12][N:13]([C:14](=[O:15])[Cl:16])[c:17]1[cH:18][cH:19][cH:20][cH:21][cH:22]1.[OH:1][c:2]1[c:3]2[c:7]([cH:8][cH:9][cH:10]1)[C:6](=[O:11])[CH2:5][CH2:4]2>>[O:1]([c:2]1[c:3]2[c:7]([cH:8][cH:9][cH:10]1)[C:6](=[O:11])[CH2:5][CH2:4]2)[C:14]([N:13]([CH3:12])[c:17]1[cH:18][cH:19][cH:20][cH:21][cH:22]1)=[O:15]. Starting materials: [Cl-].[NH4+] (ammonium chloride), C(=O)(O)\C(\CC(C(=O)OC1C(C(OC1=O)C(=O)O)C(=O)O)C)=C/C(=C/C(CC(CC(CC(CC)C)C)C)C)/C (4-{(4Z,6E)-4-Carboxy-2,6,8,10,12,14-hexamethylhexadec-4,6-dienoyloxy}-5-oxotetrahydrofuran-2,3-dicarboxylic Acid), C(O)([O-])=O.[Na+] (sodium hydrogen carbonate), C(C)(=O)OCBr (bromomethyl acetate), C(Cl)(Cl)Cl (chloroform). Reagents/catalysts: S(=O)(=O)(O)[O-].C(CCC)[N+](CCCC)(CCCC)CCCC (tetrabutylammonium hydrogen sulfate). Solvent: O (water). Run at time 3 hour. The product is CC(C(=O)OCOC(C)=O)C/C(/C(=O)OCOC(C)=O)=C/C(=C/C(CC(CC(CC(CC)C)C)C)C)/C (Bis(acetoxymethyl) (Z)-2-methyl-4-{(E)-2,4,6,8,10-pentamethyldodec-2-enylidene}pentanedioate). Isolated yield 19.0%. As a reaction SMILES: [C:1](/[C:4](=[CH:23]\[C:24](\[CH3:39])=[CH:25]\[CH:26]([CH3:38])[CH2:27][CH:28]([CH3:37])[CH2:29][CH:30]([CH3:36])[CH2:31][CH:32]([CH3:35])[CH2:33][CH3:34])/[CH2:5][CH:6]([CH3:22])[C:7]([O:9][CH:10]1C(=O)OC(C(O)=O)C1C(O)=O)=[O:8])([OH:3])=[O:2].[C:40](=[O:43])([O-:42])O.[Na+].[C:45]([O:48][CH2:49]Br)(=[O:47])[CH3:46].[Cl-].[NH4+].[CH:53](Cl)(Cl)Cl>S([O-])(O)(=O)=O.C([N+](CCCC)(CCCC)CCCC)CCC.O>[CH3:22][CH:6]([CH2:5]/[C:4](=[CH:23]/[C:24](/[CH3:39])=[CH:25]/[CH:26]([CH3:38])[CH2:27][CH:28]([CH3:37])[CH2:29][CH:30]([CH3:36])[CH2:31][CH:32]([CH3:35])[CH2:33][CH3:34])/[C:1]([O:3][CH2:49][O:48][C:45](=[O:47])[CH3:46])=[O:2])[C:7]([O:9][CH2:10][O:42][C:40](=[O:43])[CH3:53])=[O:8] |f:1.2,4.5,7.8|. Reported procedure: To Compound 1 (130 mg, 0.235 mmol), water (10 mL), sodium hydrogen carbonate (200 mg, 2.33 mmol), chloroform (5 mL), tetrabutylammonium hydrogen sulfate (80 mg, 0.235 mmol), and bromomethyl acetate (0.120 mL, 1.22 mmol) were added, and the resulting mixture was vigorously stirred at room temperature for 3 hours. To the reaction mixture, a saturated aqueous ammonium chloride solution was added, and the resulting mixture was extracted with chloroform. The organic layer was washed with saturated br... The reactants are BrC1=CC(=CC(=C1)Br)Br (1,3,5-tribromobenzene), CSSC (dimethyldisulfide), solution, C(CCC)[Li] (n-butyllithium), [Cl-].[Na+] (sodium chloride). Run in CCOCC (ether), O1CCCC1 (tetrahydrofuran), C(C)(=O)OCC (ethyl acetate). Run at time 8 hour. Yields the product BrC=1C=C(C=C(C1)Br)SC (3,5-DIBROMOTHIOANISOLE). RXN SMILES: C([Li])CCC.[Br:6][C:7]1[CH:12]=[C:11](Br)[CH:10]=[C:9]([Br:14])[CH:8]=1.[CH3:15][S:16]SC.[Cl-].[Na+]>CCOCC.O1CCCC1.C(OCC)(=O)C>[Br:6][C:7]1[CH:12]=[C:11]([S:16][CH3:15])[CH:10]=[C:9]([Br:14])[CH:8]=1 |f:3.4|. Reported procedure: A 2.5M solution of n-butyllithium (42 mL; 0.105M) was added over 25 mins. to a vigorously stirred suspension of 1,3,5-tribromobenzene (31.5 G; 0.1M) in 1.6 L of anhydrous ether and 400 mL of anhydrous tetrahydrofuran under nitrogen at -78°. After stirring the mixture 30 minutes, 2 equivalents of dimethyldisulfide was added dropwise. The resulting mixture was stirred at R.T. overnight. 150 mL of sat'd sodium chloride solution was cautiously added. 500 mL of ethyl acetate was added. The organic ph...